The task is: describe an organic reaction: reactants, conditions, products, and yield. This data is from the Open Reaction Database (ORD), a public repository of structured organic reaction records. The reactants are C(C)OC(=O)C=1C(=NN2C1OC(=C2C2=C(C=C(C=C2)C)C)C)C (3-(2,4-dimethyl-phenyl)-2,6-dimethyl-pyrazolo[5,1-b]oxazole-7-carboxylic acid ethyl ester), O.[OH-].[Li+] (lithium hydroxide monohydrate). Solvent: CCO (EtOH), O (water). Run at temperature 45 celsius. Yields the product CC1=C(C=CC(=C1)C)C=1N2C(OC1C)=C(C(=N2)C)C(=O)O (3-(2,4-Dimethyl-phenyl)-2,6-dimethyl-pyrazolo[5,1-b]oxazole-7-carboxylic acid). As a reaction SMILES: C([O:3][C:4]([C:6]1[C:7]([CH3:23])=[N:8][N:9]2[C:13]([C:14]3[CH:19]=[CH:18][C:17]([CH3:20])=[CH:16][C:15]=3[CH3:21])=[C:12]([CH3:22])[O:11][C:10]=12)=[O:5])C.O.[OH-].[Li+]>CCO.O>[CH3:21][C:15]1[CH:16]=[C:17]([CH3:20])[CH:18]=[CH:19][C:14]=1[C:13]1[N:9]2[N:8]=[C:7]([CH3:23])[C:6]([C:4]([OH:5])=[O:3])=[C:10]2[O:11][C:12]=1[CH3:22] |f:1.2.3|. Procedure: A stirred mixture of 3-(2,4-dimethyl-phenyl)-2,6-dimethyl-pyrazolo[5,1-b]oxazole-7-carboxylic acid ethyl ester (224 mg, 0.72 mmol, 1 eq.) and lithium hydroxide monohydrate (150 mg, 3.59 mmol, 5 eq.) in EtOH (4 ml) and water (2 ml) is heated at 45° C. for 14 h. The reaction mixture is cooled to RT then concentrated under reduced pressure. The residue is dissolved in water and the resulting aqueous solution is neutralized using 2M HCl in water (1.8 ml). The resulting precipitate is filtered, washe... Starting materials: CC(=O)NCC(=O)NCC1(CO)OC(n2cc(C)c(=O)[nH]c2=O)CC1O, CCN(C(C)C)C(C)C, Cc1cn(C2CC(O)C(CN)(CO)O2)c(=O)[nH]c1=O, CN(C)C=O, CC(C)CC(NC(=O)OCC1c2ccccc2-c2ccccc21)C(=O)O. The product is Cc1cn(C2CC(O)C(CO)(CNC(=O)C(CC(C)C)NC(=O)OCC3c4ccccc4-c4ccccc43)O2)c(=O)[nH]c1=O. As a reaction SMILES: [C:55]([NH:56][CH2:57][C:58]([NH:59][CH2:60][C:61]1([CH2:62][OH:63])[O:64][CH:65]([n:66]2[cH:67][c:68]([CH3:69])[c:70](=[O:71])[nH:72][c:73]2=[O:74])[CH2:75][CH:76]1[OH:77])=[O:78])(=[O:79])[CH3:80].[CH:46]([N:47]([CH:48]([CH3:49])[CH3:50])[CH2:51][CH3:52])([CH3:53])[CH3:54].[NH2:1][CH2:2][C:3]1([CH2:18][OH:19])[CH:4]([OH:17])[CH2:5][CH:6]([n:8]2[c:9](=[O:10])[nH:11][c:12](=[O:13])[c:14]([CH3:15])[cH:16]2)[O:7]1.[O:81]=[CH:82][N:83]([CH3:84])[CH3:85].[cH:20]1[cH:21][cH:22][cH:23][c:24]2[c:32]1[CH:31]([CH2:33][O:34][C:35](=[O:36])[NH:37][CH:38]([CH2:39][CH:40]([CH3:41])[CH3:42])[C:43](=[O:44])[OH:45])[c:30]1[c:25]-2[cH:26][cH:27][cH:28][cH:29]1>>[NH:1]([CH2:2][C:3]1([CH2:18][OH:19])[CH:4]([OH:17])[CH2:5][CH:6]([n:8]2[c:9](=[O:10])[nH:11][c:12](=[O:13])[c:14]([CH3:15])[cH:16]2)[O:7]1)[C:43]([CH:38]([NH:37][C:35]([O:34][CH2:33][CH:31]1[c:30]2[c:25]([cH:26][cH:27][cH:28][cH:29]2)-[c:24]2[cH:23][cH:22][cH:21][cH:20][c:32]21)=[O:36])[CH2:39][CH:40]([CH3:41])[CH3:42])=[O:44]. Starting materials: BrC1=CC(=C(C=C1)Cl)OC(C)C (1-Bromo-3-isopropoxy-4-chlorobenzene), C(=O)(OC(C)(C)C)N1CCNCC1 (1-Bocpiperazine), CC(C)([O-])C.[Na+] (sodium tert-butoxide), rac-2,2′-Bis(diphenylphosphine) 1,1′-binaphthyl. Reagents/catalysts: C=1C=CC(=CC1)/C=C/C(=O)/C=C/C2=CC=CC=C2.C=1C=CC(=CC1)/C=C/C(=O)/C=C/C2=CC=CC=C2.C=1C=CC(=CC1)/C=C/C(=O)/C=C/C2=CC=CC=C2.[Pd].[Pd] (Tris(dibenzylideneacetone)dipalladium). Reaction conditions: temperature 85 celsius. Yields the product ClC1=C(C=C(C=C1)N1CCNCC1)OC(C)C (1-(4-Chloro-3-isopropoxy-phenyl)-piperazine). RXN SMILES: Br[C:2]1[CH:7]=[CH:6][C:5]([Cl:8])=[C:4]([O:9][CH:10]([CH3:12])[CH3:11])[CH:3]=1.C([N:20]1[CH2:25][CH2:24][NH:23][CH2:22][CH2:21]1)(OC(C)(C)C)=O.CC(C)([O-])C.[Na+]>C1C=CC(/C=C/C(/C=C/C2C=CC=CC=2)=O)=CC=1.C1C=CC(/C=C/C(/C=C/C2C=CC=CC=2)=O)=CC=1.C1C=CC(/C=C/C(/C=C/C2C=CC=CC=2)=O)=CC=1.[Pd].[Pd]>[Cl:8][C:5]1[CH:6]=[CH:7][C:2]([N:20]2[CH2:25][CH2:24][NH:23][CH2:22][CH2:21]2)=[CH:3][C:4]=1[O:9][CH:10]([CH3:12])[CH3:11] |f:2.3,4.5.6.7.8|. Procedure: 1-Bromo-3-isopropoxy-4-chlorobenzene (preparation described elsewhere) was combined with 1.11 g (6 mmol) of 1-Bocpiperazine, 672 mg (7.0 mmol) of sodium tert-butoxide, 93 mg (0.15 mmol) of rac-2,2′-Bis(diphenylphosphine)-1,1′-binaphthyl, and 45 mg (0.05 mmol) Tris(dibenzylideneacetone)dipalladium (0) in a flask under an N2 atmosphere, and the mixture was heated at 85° C. for 3.5 hours. The resulting residue was partitioned between a 1/1 mixture of ether and ethyl acetate and water, and the phase... The reactants are 1-(3,7-Dimethyl-2,3,6,7-dioxidoctyl)-3,7-dimethylxanthine, C(\C=C(/C)\CCC=C(C)C)Br (geranyl bromide), O (water), [H-].[Na+] (Sodium hydride), N1C(=O)N(C)C=2N=CN(C)C2C1=O (theobromine). Run in CS(=O)C (dimethylsulfoxide). Conditions: temperature 60 celsius, time 20 minute. The product is C(\C=C(/C)\CCC=C(C)C)N1C(=O)N(C=2N=CN(C2C1=O)C)C (1-(Geranyl)-3,7-dimethylxanthine). The yield is 66.4%. RXN SMILES: [H-].[Na+].[NH:3]1[C:14](=[O:15])[C:13]2[N:11]([CH3:12])[CH:10]=[N:9][C:8]=2[N:6]([CH3:7])[C:4]1=[O:5].[CH2:16](Br)/[CH:17]=[C:18](/[CH2:20][CH2:21][CH:22]=[C:23]([CH3:25])[CH3:24])\[CH3:19].O>CS(C)=O>[CH2:16]([N:3]1[C:14](=[O:15])[C:13]2[N:11]([CH3:12])[CH:10]=[N:9][C:8]=2[N:6]([CH3:7])[C:4]1=[O:5])/[CH:17]=[C:18](/[CH2:20][CH2:21][CH:22]=[C:23]([CH3:25])[CH3:24])\[CH3:19] |f:0.1|. Reported procedure: This example illustrates a synthesis of 1-(3,7-Dimethyl-2,3,6,7-dioxidoctyl)-3,7-dimethylxanthine (inventive compound no. 2552). Sodium hydride (95%) (0.28 g, 12 mmol) was added to a solution of theobromine (2.16 g, 12 mmol) in dimethylsulfoxide (50 mL). After 20 minutes of stirring, geranyl bromide (2.17 g, 10 mmol) was added. After 6 hours of stirring at room temperature, the reaction mixture was warmed to 60° C. for 3 hours and then poured into a separatory funnel containing 150 mL of water a... Yields the product CCOC(=O)C(CCC(=O)c1ccc(OCc2ccccc2)cc1)NC(=O)OC(C)(C)C. Starting materials: CCOC(=O)C1CCC(=O)N1C(=O)OC(C)(C)C, Ic1ccc(OCc2ccccc2)cc1. As a reaction SMILES: [O:1]=[C:2]1[CH2:3][CH2:4][CH:5]([C:14](=[O:15])[O:16][CH2:17][CH3:18])[N:6]1[C:7](=[O:8])[O:9][C:10]([CH3:11])([CH3:12])[CH3:13].[c:19]1([CH2:25][O:26][c:27]2[cH:28][cH:29][c:30]([I:33])[cH:31][cH:32]2)[cH:20][cH:21][cH:22][cH:23][cH:24]1>>[O:1]=[C:2]([CH2:3][CH2:4][CH:5]([NH:6][C:7](=[O:8])[O:9][C:10]([CH3:11])([CH3:12])[CH3:13])[C:14](=[O:15])[O:16][CH2:17][CH3:18])[c:30]1[cH:29][cH:28][c:27]([O:26][CH2:25][c:19]2[cH:20][cH:21][cH:22][cH:23][cH:24]2)[cH:32][cH:31]1.